This data is from the Open Reaction Database (ORD), a public repository of structured organic reaction records. The task is: describe an organic reaction: reactants, conditions, products, and yield Reported procedure: To a stirred solution of (3S and R,4R and S)-1-benzyl-3-nitro-4-phenylpyrrolidine (100 g, 0.354 mol) in methanolic ammonia (1 L) was added Raney Ni (20 g) at room temperature in a 2.0 L hydrogenation flask. The reaction was hydrogenated at 100 psi for 12 h at room temperature. After completion of the reaction, the mixture was filtered through Celite and the filtrate was concentrated in vacuo to afford (3S and R,4R and S)-1-benzyl-4-phenylpyrrolidin-3-amine, which was carried onto the next step w... Yields the product 3S, C(C1=CC=CC=C1)N1CC(C(C1)C1=CC=CC=C1)N (1-benzyl-4-phenylpyrrolidin-3-amine). As a reaction SMILES: [CH2:1]([N:8]1[CH2:12][CH:11]([C:13]2[CH:18]=[CH:17][CH:16]=[CH:15][CH:14]=2)[CH:10]([N+:19]([O-])=O)[CH2:9]1)[C:2]1[CH:7]=[CH:6][CH:5]=[CH:4][CH:3]=1>N.[Ni]>[CH2:1]([N:8]1[CH2:12][CH:11]([C:13]2[CH:14]=[CH:15][CH:16]=[CH:17][CH:18]=2)[CH:10]([NH2:19])[CH2:9]1)[C:2]1[CH:3]=[CH:4][CH:5]=[CH:6][CH:7]=1. Reagents/catalysts: [Ni] (Ni). Run in N (ammonia). The reactants are 3S, C(C1=CC=CC=C1)N1CC(C(C1)C1=CC=CC=C1)[N+](=O)[O-] (1-benzyl-3-nitro-4-phenylpyrrolidine). Reaction conditions: time 12 hour. Starting materials: Brc1csc2ncn3ncnc3c12, N#C[Cu], CN(C)C=O. The product is N#Cc1csc2ncn3ncnc3c12. Reaction SMILES: [Br:1][c:2]1[cH:3][s:4][c:5]2[c:6]1[c:7]1[n:8]([cH:9][n:10]2)[n:11][cH:12][n:13]1.[Cu:14][C:15]#[N:16].[O:17]=[CH:18][N:19]([CH3:20])[CH3:21]>>[c:2]1([C:15]#[N:16])[cH:3][s:4][c:5]2[c:6]1[c:7]1[n:8]([cH:9][n:10]2)[n:11][cH:12][n:13]1. Starting materials: CC(C)(C)OC(=O)N1CCNCC1, C1=C(N=CC(=N1)Cl)C(F)(F)F. The reagents and catalysts are CC(C)(C)[O-].[Na+], C1=CC=C(C=C1)P(C2=CC=CC=C2)C3=C(C4=CC=CC=C4C=C3)C5=C(C=CC6=CC=CC=C65)P(C7=CC=CC=C7)C8=CC=CC=C8, C1=CC=C(C=C1)/C=C/C(=O)/C=C/C2=CC=CC=C2.C1=CC=C(C=C1)/C=C/C(=O)/C=C/C2=CC=CC=C2.C1=CC=C(C=C1)/C=C/C(=O)/C=C/C2=CC=CC=C2.[Pd].[Pd]. The solvent is CC1=CC=CC=C1. Run at temperature 105 celsius. Yields the product CC(C)(C)OC(=O)N1CCN(CC1)C2=NC=C(N=C2)C(F)(F)F. Isolated yield 21.4%. Reported procedure: A 20 mL microwave vial was charged with 2-chloro-5-(trifluoromethyl)pyrazine (1 g, 5.48 mmol), rac-2,2'-Bis(diphenylphosphino)-1,1'-binaphthyl (0.341 g, 0.55 mmol), Sodium tert-butoxide (0.632 g, 6.57 mmol), tert-butyl piperazine-1-carboxylate (1.020 g, 5.48 mmol) and a mixture of toluene (25 mL) and DMF (5 mL). The reaction mixture was degassed for 10 minutes with nitrogen, and then Tris(dibenzylideneacetone)dipalladium(0) (0.251 g, 0.27 mmol) was added. The reaction mixture was stirred at 105°...